The task is: describe an organic reaction: reactants, conditions, products, and yield. This data is from the Open Reaction Database (ORD), a public repository of structured organic reaction records. Reactants: BrC=1C=C(C=C2C=C[C@@H](OC12)COS(=O)(=O)C1=CC=C(C=C1)C)F ((R)-(8-bromo-6-fluoro-2H-chromen-2-yl)methyl-4-methylbenzenesulfonate), COC1=C(C=CC=C1)B(O)O (2-methoxyphenylboronic acid), C([O-])([O-])=O.[K+].[K+] (potassium carbonate), O (water). Reagents/catalysts: CC1=C([P](C2=C(C)C=CC=C2)([Pd]([P](C3=C(C)C=CC=C3)(C4=C(C)C=CC=C4)C(C=CC=C5)=C5C)(Cl)Cl)C6=C(C)C=CC=C6)C=CC=C1 (dichlorobis(tri-o-tolylphosphine)palladium). The solvent is O1CCOCC1 (dioxane). Yields the product CC1=CC=C(C=C1)S(=O)(=O)OC (methyl 4-methylbenzenesulfonate). As a reaction SMILES: BrC1C=C(F)C=C2C=1O[C@@H]([CH2:12][O:13][S:14]([C:17]1[CH:22]=[CH:21][C:20]([CH3:23])=[CH:19][CH:18]=1)(=[O:16])=[O:15])C=C2.COC1C=CC=CC=1B(O)O.C(=O)([O-])[O-].[K+].[K+].O>O1CCOCC1.CC1C=CC=CC=1[P](C1C=CC=CC=1C)([Pd](Cl)(Cl)[P](C1=C(C)C=CC=C1)(C1C=CC=CC=1C)C1C=CC=CC=1C)C1C=CC=CC=1C>[CH3:23][C:20]1[CH:21]=[CH:22][C:17]([S:14]([O:13][CH3:12])(=[O:16])=[O:15])=[CH:18][CH:19]=1 |f:2.3.4,^1:55,66|. Reported procedure: To a solution of (R)-(8-bromo-6-fluoro-2H-chromen-2-yl)methyl-4-methylbenzenesulfonate (0.40 g, 0.97 mmol) and 2-methoxyphenylboronic acid (0.44 g, 2.9 mmol) in dioxane (10 mL) was added potassium carbonate (0.33 g, 2.4 mmol), dichlorobis(tri-o-tolylphosphine)palladium (II) (23 mg, 0.029 mmol) and water (2 mL). The reaction mixture was heated to reflux for 2 hours. The cooled reaction mixture was then partitioned between ethyl acetate (100 mL) and 2.0 M aqueous sodium hydroxide (100 mL). The org... Starting materials: FC1=CC=C(C=O)C=C1 (4-fluorobenzaldehyde), [Cl-].[NH4+] (ammonium chloride), 1, C(C)OC(C)OCC#C ((1-ethoxyethoxy)-2-propyne), C(CCC)[Li] (n-butyllithium). Solvent: O1CCCC1 (tetrahydrofuran), O1CCCC1 (tetrahydrofuran). Reaction conditions: time 30 minute. Product: C(C)OC(C)OCC#CC(O)C1=CC=C(C=C1)F (4-(1-ethoxyethoxy)-1-(4-fluorophenyl)-2-butyn- 1-ol). As a reaction SMILES: [CH2:1]([O:3][CH:4]([O:6][CH2:7][C:8]#[CH:9])[CH3:5])[CH3:2].C([Li])CCC.[F:15][C:16]1[CH:23]=[CH:22][C:19]([CH:20]=[O:21])=[CH:18][CH:17]=1.[Cl-].[NH4+]>O1CCCC1>[CH2:1]([O:3][CH:4]([O:6][CH2:7][C:8]#[C:9][CH:20]([C:19]1[CH:22]=[CH:23][C:16]([F:15])=[CH:17][CH:18]=1)[OH:21])[CH3:5])[CH3:2] |f:3.4|. Procedure: A solution of 8 g (62.4 mmol) of 1 (1-ethoxyethoxy)-2-propyne in 134 ml of tetrahydrofuran was treated at -78° under argon with 39 ml of n-butyllithium (1.6M in hexane). The mixture was stirred at -40° for 30 minutes and then a solution of 6.6 ml (62 mmol) of 4-fluorobenzaldehyde in 54 ml of tetrahydrofuran was added within 10 minutes. The reaction mixture was warmed to 0° , stirred at 0° for a further 1 hour and then treated with 100 ml of saturated ammonium chloride solution. The aqueous phase... Starting materials: O=C(Cl)C1CC1, Cl, CC(C)N1CCC(Oc2ccc3c(c2)cc(C(=O)N2CCNCC2)n3CC(F)F)CC1. Yields the product CC(C)N1CCC(Oc2ccc3c(c2)cc(C(=O)N2CCN(C(=O)C4CC4)CC2)n3CC(F)F)CC1. Reaction SMILES: [CH:33]1([C:36](=[O:37])[Cl:38])[CH2:34][CH2:35]1.[ClH:1].[F:2][CH:3]([CH2:4][n:5]1[c:6]([C:24](=[O:25])[N:26]2[CH2:27][CH2:28][NH:29][CH2:30][CH2:31]2)[cH:7][c:8]2[cH:9][c:10]([O:14][CH:15]3[CH2:16][CH2:17][N:18]([CH:21]([CH3:22])[CH3:23])[CH2:19][CH2:20]3)[cH:11][cH:12][c:13]12)[F:32]>>[F:2][CH:3]([CH2:4][n:5]1[c:6]([C:24](=[O:25])[N:26]2[CH2:27][CH2:28][N:29]([C:36]([CH:33]3[CH2:34][CH2:35]3)=[O:37])[CH2:30][CH2:31]2)[cH:7][c:8]2[cH:9][c:10]([O:14][CH:15]3[CH2:16][CH2:17][N:18]([CH:21]([CH3:22])[CH3:23])[CH2:19][CH2:20]3)[cH:11][cH:12][c:13]12)[F:32]. Reactants: C[C@H](C(=O)O)CC ((S)-(+)-2-methylbutyric acid), saturated aqueous solution, [Cl-].[Na+] (sodium chloride), S(O)(O)(=O)=O (sulfuric acid), C(C)O (ethanol). The product is C[C@H](C(=O)OCC)CC ((S)-(+)-ethyl 2-methylbutyrate). Yield: 822.7%. Reaction SMILES: [CH3:1][C@@H:2]([CH2:6][CH3:7])[C:3]([OH:5])=[O:4].S(=O)(=O)(O)O.[Cl-].[Na+].[CH2:15](O)[CH3:16]>>[CH3:1][C@@H:2]([CH2:6][CH3:7])[C:3]([O:5][CH2:15][CH3:16])=[O:4] |f:2.3|. Procedure details: 9 g (88 mmol) of the (S)-(+)-2-methylbutyric acid obtained by the method of the above Referential Example 1 was mixed with 20.24 g of 99.5% by vol. ethanol containing 0.4 g of conc. sulfuric acid and heated under reflux for 4 hours. After the completion of the reaction, the mixture was cooled to room temperature and poured into 150 ml of a saturated aqueous solution of sodium chloride. The oily layer was extracted with n-hexane and thus separated from the aqueous layer. Then it was further washe...